From a dataset of the Open Reaction Database (ORD), a public repository of structured organic reaction records. describe an organic reaction: reactants, conditions, products, and yield Starting materials: CN1C(NC([C@]12CC=1C(=NC=C(C1)C(=O)OC)C2)=O)=O (methyl (6R)-3′-methyl-2′,5′-dioxo-5,7-dihydrospiro[cyclopenta[b]pyridine-6,4′-imidazolidine]-3-carboxylate), [OH-].[Li+] (lithium hydroxide), Cl (hydrochloric acid). Solvent: C1CCOC1 (THF), O (H2O). Conditions: time 2 hour. The product is CN1C(NC([C@]12CC=1C(=NC=C(C1)C(=O)O)C2)=O)=O ((6R)-3′-Methyl-2′,5′-dioxo-5,7-dihydrospiro[cyclopenta[b]pyridine-6,4′-imidazolidine]-3-carboxylic acid). RXN SMILES: [CH3:1][N:2]1[C@:6]2([CH2:18][C:9]3=[N:10][CH:11]=[C:12]([C:14]([O:16]C)=[O:15])[CH:13]=[C:8]3[CH2:7]2)[C:5](=[O:19])[NH:4][C:3]1=[O:20].[OH-].[Li+].Cl>C1COCC1.O>[CH3:1][N:2]1[C@:6]2([CH2:18][C:9]3=[N:10][CH:11]=[C:12]([C:14]([OH:16])=[O:15])[CH:13]=[C:8]3[CH2:7]2)[C:5](=[O:19])[NH:4][C:3]1=[O:20] |f:1.2|. Procedure: To a solution of methyl (6R)-3′-methyl-2′,5′-dioxo-5,7-dihydrospiro[cyclopenta[b]pyridine-6,4′-imidazolidine]-3-carboxylate (450 mg, 1.64 mmol) in THF (8 mL) and H2O (2 mL) was added 1 N aqueous lithium hydroxide (1.96 mL, 1.96 mmol). The reaction was stirred at ambient temperature for 2 h, adjusted to pH 4 by addition of 1 N hydrochloric acid, and concentrated in vacuo to provide the title compound. MS: m/z=262.1 (M+1). 1H NMR (500 MHz, CD3OD) δ 8.96 (s, 1H), 8.24 (s, 1H), 3.54 (d, 1H, J=18.1 H... Reactants: FC(C(=O)O)(F)F (trifluoroacetic acid), OC=1C=C(C=CC1O)N1C(N(CC1)C(=O)NS(=O)(=O)NC(=O)N1C([C@H](C1)NC(OCC1=CC=CC=C1)=O)=O)=O ((S)-[1-[[[[[[3-(3,4-dihydroxyphenyl)-2-oxo-1-imidazolidinyl]carbonyl]amino]sulfonyl]amino]carbonyl]-2-oxo-3-azetidinyl]carbamic acid, phenylmethyl ester), [Na] (monosodium). Run in C1(=CC=CC=C1)SC (thioanisole). Run at temperature 0 celsius, time 8 hour. Product: FC(C(=O)O)(F)F.N[C@@H]1C(N(C1)C(=O)NS(=O)(=O)NC(=O)N1C(N(CC1)C1=CC(=C(C=C1)O)O)=O)=O ((S)-3-Amino-N-[[[[3-(3,4-dihydroxyphenyl)-2-oxo-1-imidazolidinyl]carbonyl]amino]sulfonyl]-2-oxo-1-azetidinecarboxamide, trifluoroacetate salt). Reaction SMILES: [F:1][C:2]([F:7])([F:6])[C:3]([OH:5])=[O:4].[OH:8][C:9]1[CH:10]=[C:11]([N:16]2[CH2:20][CH2:19][N:18]([C:21]([NH:23][S:24]([NH:27][C:28]([N:30]3[CH2:33][C@H:32]([NH:34]C(=O)OCC4C=CC=CC=4)[C:31]3=[O:45])=[O:29])(=[O:26])=[O:25])=[O:22])[C:17]2=[O:46])[CH:12]=[CH:13][C:14]=1[OH:15].[Na]>C1(SC)C=CC=CC=1>[F:1][C:2]([F:7])([F:6])[C:3]([OH:5])=[O:4].[NH2:34][C@H:32]1[CH2:33][N:30]([C:28]([NH:27][S:24]([NH:23][C:21]([N:18]2[CH2:19][CH2:20][N:16]([C:11]3[CH:12]=[CH:13][C:14]([OH:15])=[C:9]([OH:8])[CH:10]=3)[C:17]2=[O:46])=[O:22])(=[O:25])=[O:26])=[O:29])[C:31]1=[O:45] |f:4.5,^1:46|. Procedure: A mixture of 20 ml of thioanisole and 75 ml of trifluoroacetic acid was cooled to 0° C. and 15.25 g of (S)-[1-[[[[[[3-(3,4-dihydroxyphenyl)-2-oxo-1-imidazolidinyl]carbonyl]amino]sulfonyl]amino]carbonyl]-2-oxo-3-azetidinyl]carbamic acid, phenylmethyl ester, monosodium salt was added. After stirring overnight at room temperature, the excess trifluoroacetic acid was evaporated in vacuo and the residue triturated with ether. The precipitate was filtered off by suction, washed with ether, and dried i... Starting materials: CCN(C(C)C)C(C)C, Clc1cc(Cl)cc(C2CCNC2)c1, ClCCl, O=C1C(O)CCN1c1cc(F)cc(F)c1, O. Product: O=C1C(N2CCC(c3cc(Cl)cc(Cl)c3)C2)CCN1c1cc(F)cc(F)c1. Reaction SMILES: [CH:16]([N:17]([CH2:18][CH3:19])[CH:20]([CH3:21])[CH3:22])([CH3:23])[CH3:24].[Cl:25][c:26]1[cH:27][c:28]([CH:33]2[CH2:34][NH:35][CH2:36][CH2:37]2)[cH:29][c:30]([Cl:32])[cH:31]1.[Cl:39][CH2:40][Cl:41].[F:1][c:2]1[cH:3][c:4]([N:9]2[C:10](=[O:15])[CH:11]([OH:14])[CH2:12][CH2:13]2)[cH:5][c:6]([F:8])[cH:7]1.[OH2:38]>>[F:1][c:2]1[cH:3][c:4]([N:9]2[C:10](=[O:15])[CH:11]([N:35]3[CH2:34][CH:33]([c:28]4[cH:27][c:26]([Cl:25])[cH:31][c:30]([Cl:32])[cH:29]4)[CH2:37][CH2:36]3)[CH2:12][CH2:13]2)[cH:5][c:6]([F:8])[cH:7]1. Reactants: C(\C=C/C(=O)O)(=O)OC (Methyl hydrogen (2Z)-2-butendioate), monomethyl ester, C(\C=C/C(=O)O)(=O)O (maleic acid), Br (hydrogen bromide), C(C)(=O)O (acetic acid). Conditions: temperature -2 celsius, time 8 hour. RXN SMILES: [C:1]([O:8][CH3:9])(=[O:7])/[CH:2]=[CH:3]\[C:4]([OH:6])=[O:5].C(O)(=O)/C=C\C(O)=O.[BrH:18].C(O)(=O)C>>[Br:18][CH:2]([CH2:3][C:4]([OH:6])=[O:5])[C:1]([O:8][CH3:9])=[O:7]. Reported procedure: Methyl hydrogen (2Z)-2-butendioate (also known as the monomethyl ester of maleic acid) (50 g, 0.385 mol) was added dropwise to a solution of hydrogen bromide in acetic acid (141.43 g, 33%, 0.577 mol) at 0° C. over 1 h. The reaction mixture was stored at about 5° C. overnight. The solvent was then removed under reduced pressure. Toluene (100 mL) was added, and the mixture was evaporated under reduced pressure. The process was repeated three times using more toluene (3×100 mL). Then toluene (50 mL... Yield: 81.8%. Yields the product BrC(C(=O)OC)CC(=O)O (1-methyl hydrogen bromobutanedioate). Reactants: N1(CCNCC1)C1=CC=C(C=N1)NC(=O)C1=CC2=C(S1)C=CC=C2Cl (4-chloro-benzo[b]thiophene-2-carboxylic acid (6-piperazin-1-yl-pyridin-3-yl)-amide), 5-chloro-1-ethyl-1,4-indole-2-carboxylic acid (6-piperazin-1-yl-pyridin-3-yl)-amide, ClC=1C=C2C=C(N(C2=CC1)CC)C(=O)O (5-chloro-1-ethyl-1H-indole-2-carboxylic acid), C(C)(C)(C)OC(=O)N1CCN(CC1)C1=NC=C(C=C1)N (4-(5-amino-pyridin-2-yl)piperazine-1-carboxylic acid tert-butyl ester). Yields the product N1(CCNCC1)C1=CC=C(C=N1)NC(=O)C=1N(C2=CC=C(C=C2C1)Cl)CC (5-Chloro-1-ethyl-1H-indole-2-carboxylic acid (6-piperazin-1-yl-pyridin-3-yl)-amide). RXN SMILES: [N:1]1([C:7]2[N:12]=[CH:11][C:10]([NH:13]C(C3SC4C=CC=C(Cl)C=4C=3)=O)=[CH:9][CH:8]=2)[CH2:6][CH2:5][NH:4][CH2:3][CH2:2]1.[Cl:26][C:27]1[CH:28]=[C:29]2[C:33](=[CH:34][CH:35]=1)[N:32]([CH2:36][CH3:37])[C:31]([C:38]([OH:40])=O)=[CH:30]2.C(OC(N1CCN(C2C=CC(N)=CN=2)CC1)=O)(C)(C)C>>[N:1]1([C:7]2[N:12]=[CH:11][C:10]([NH:13][C:38]([C:31]3[N:32]([CH2:36][CH3:37])[C:33]4[C:29]([CH:30]=3)=[CH:28][C:27]([Cl:26])=[CH:35][CH:34]=4)=[O:40])=[CH:9][CH:8]=2)[CH2:6][CH2:5][NH:4][CH2:3][CH2:2]1. Reported procedure: With a method similar to that used for the preparation of 4-chloro-benzo[b]thiophene-2-carboxylic acid (6-piperazin-1-yl-pyridin-3-yl)-amide, 5-chloro-1-ethyl-1,4-indole-2-carboxylic acid (6-piperazin-1-yl-pyridin-3-yl)-amide was prepared from 5-chloro-1-ethyl-1H-indole-2-carboxylic acid and 4-(5-amino-pyridin-2-yl)piperazine-1-carboxylic acid tert-butyl ester. LCMS for C20H22Cl N5O calcd. (m/e) 383, observed 384 (M+H).